This data is from the Open Reaction Database (ORD), a public repository of structured organic reaction records. The task is: describe an organic reaction: reactants, conditions, products, and yield The reactants are BrP(Br)Br, COc1ccc(Br)cc1CO, ClCCl. The product is COc1ccc(Br)cc1CBr. RXN SMILES: [Br:12][P:13]([Br:14])[Br:15].[Br:1][c:2]1[cH:3][cH:4][c:5]([O:10][CH3:11])[c:6]([CH2:8][OH:9])[cH:7]1.[Cl:16][CH2:17][Cl:18]>>[Br:1][c:2]1[cH:3][cH:4][c:5]([O:10][CH3:11])[c:6]([CH2:8][Br:12])[cH:7]1. The reactants are CCOCC (ether), [OH-].[Na+] (sodium hydroxide), C(C)OC([C@@H](NS(=O)(=O)C1=CC=C2CCN(CC2=C1)C(C)C)CC1=CC(=CC=C1)C#N)=O (N-[2-(2-propyl)-1,2,3,4-tetrahydroisoquinoline-7-sulphonyl]-3-cyano-(S)-phenylalanine ethyl ester), Cl (hydrochloric acid). Run in O1CCOCC1 (1,4-dioxan). Run at time 2.5 hour. Yields the product CC(C)N1CC2=CC(=CC=C2CC1)S(=O)(=O)N[C@@H](CC1=CC(=CC=C1)C#N)C(=O)O (N-[2-(2-Propyl) -1,2,3,4-tetrahydroisoquinoline-7-sulphonyl]-3-cyano-(S)-phenylalanine). Yield: 83.3%. RXN SMILES: [OH-].[Na+].C([O:5][C:6](=[O:34])[C@H:7]([CH2:25][C:26]1[CH:31]=[CH:30][CH:29]=[C:28]([C:32]#[N:33])[CH:27]=1)[NH:8][S:9]([C:12]1[CH:21]=[C:20]2[C:15]([CH2:16][CH2:17][N:18]([CH:22]([CH3:24])[CH3:23])[CH2:19]2)=[CH:14][CH:13]=1)(=[O:11])=[O:10])C.Cl.CCOCC>O1CCOCC1>[CH3:24][CH:22]([N:18]1[CH2:17][CH2:16][C:15]2[C:20](=[CH:21][C:12]([S:9]([NH:8][C@H:7]([C:6]([OH:34])=[O:5])[CH2:25][C:26]3[CH:31]=[CH:30][CH:29]=[C:28]([C:32]#[N:33])[CH:27]=3)(=[O:11])=[O:10])=[CH:13][CH:14]=2)[CH2:19]1)[CH3:23] |f:0.1|. Reported procedure: 1M Aqueous sodium hydroxide solution (6.0 ml, 6 mmol) was added to a stirred solution of N-[2-(2-propyl)-1,2,3,4-tetrahydroisoquinoline-7-sulphonyl]-3-cyano-(S)-phenylalanine ethyl ester (Preparation 25; 1.0 g, 2.19 mmol) in 1,4-dioxan (6.0 ml). After 2.5 hours at room temperature, the reaction mixture was neutralised using 1M hydrochloric acid (6.0 ml) and evaporated to dryness under reduced pressure. The residue was extracted successively with dichloromethane and a mixture of dichloromethane:2... The reactants are FC1=CC=C(C=C1)S(=O)(=O)C1=C(C=CC(=C1)O)O (2-(4-fluorobenzenesulfonyl)benzene-1,4-diol), [H-].[Na+] (NaH), ClC1=C(C=C(C=C1C)[N+](=O)[O-])C (4-chloro-3,5-dimethylnitrobenzene). Solvent: CN1CCCC1=O (NMP). Product: CC1=C(OC2=CC(=C(C=C2)O)S(=O)(=O)C2=CC=C(C=C2)F)C(=CC(=C1)[N+](=O)[O-])C (4-(2,6-dimethyl-4-nitrophenoxy)-2-(4-fluorobenzenesulfonyl)phenol). Reaction SMILES: [F:1][C:2]1[CH:7]=[CH:6][C:5]([S:8]([C:11]2[CH:16]=[C:15]([OH:17])[CH:14]=[CH:13][C:12]=2[OH:18])(=[O:10])=[O:9])=[CH:4][CH:3]=1.[H-].[Na+].Cl[C:22]1[C:27]([CH3:28])=[CH:26][C:25]([N+:29]([O-:31])=[O:30])=[CH:24][C:23]=1[CH3:32]>CN1C(=O)CCC1>[CH3:28][C:27]1[CH:26]=[C:25]([N+:29]([O-:31])=[O:30])[CH:24]=[C:23]([CH3:32])[C:22]=1[O:17][C:15]1[CH:14]=[CH:13][C:12]([OH:18])=[C:11]([S:8]([C:5]2[CH:6]=[CH:7][C:2]([F:1])=[CH:3][CH:4]=2)(=[O:10])=[O:9])[CH:16]=1 |f:1.2|. Reported procedure: The title B compound, 2-(4-fluorobenzenesulfonyl)benzene-1,4-diol (1.2 g, 4.48 mmol) is added to a suspension of NaH (60% dispersion in mineral oil; 0.39 g, 9.86 mmol) in 15 mL of NMP at 0° C. in one portion. The mixture is warmed to RT and after 30 min, 4-chloro-3,5-dimethylnitrobenzene (1 g, 5.38 mmol) is added and the reaction is heated at 120° C. for 1 h. The reaction is cooled to RT and quenched with aqueous 1N HCl. The mixture is partitioned between water and EtOAc, and the organic solutio... The reactants are three, CC(C(=O)O[C@@H](C(C)C)OC(=O)ON1C([C@H]([C@@H](C1=O)OC(C1=CC=CC=C1)=O)OC(C1=CC=CC=C1)=O)=O)C ((1R)-1-[((3S,4S)-2,5-Dioxo-3,4-dibenzoyloxypyrrolidinyl)-oxycarbonyloxy]-2-methylpropyl 2-methylpropanoate), NCCCP(O)O (3-aminopropylphosphonous acid), C1CCOC1 (THF). Run in O (water). Conditions: temperature 19 celsius, time 4 hour. Yields the product C(C(C)C)(=O)O[C@@H](C(C)C)OC(=O)NCCCP(O)O (3-{[(1R)-Isobutanoyloxyisobutoxy]carbonylamino}propyl Phosphonous Acid). RXN SMILES: [CH3:1][CH:2]([CH3:39])[C:3]([O:5][C@H:6]([O:10][C:11]([O:13]N1C(=O)[C@@H](OC(=O)C2C=CC=CC=2)[C@H](OC(=O)C2C=CC=CC=2)C1=O)=O)[CH:7]([CH3:9])[CH3:8])=[O:4].[NH2:40][CH2:41][CH2:42][CH2:43][P:44]([OH:46])[OH:45].C1COCC1>O>[C:3]([O:5][C@H:6]([O:10][C:11]([NH:40][CH2:41][CH2:42][CH2:43][P:44]([OH:46])[OH:45])=[O:13])[CH:7]([CH3:8])[CH3:9])(=[O:4])[CH:2]([CH3:1])[CH3:39]. Reported procedure: To a 3 L three necked round bottom flask fitted with a mechanical stirrer, temperature probe, and nitrogen inlet is added (25) (100 mmol), 3-aminopropylphosphonous acid (100 mmol), THF (1 L), and water (100 mL). The suspension is stirred under a nitrogen atmosphere at 18-20° C. for 4 h during which time the reaction mixture becomes homogeneous. The THF is removed in vacuo and the reaction mixture is diluted with methyl tert-butyl ether (250 mL) and washed with 1N HCl (1×500 mL) and water (2×200 ... Starting materials: CC1=CC=C(C=C1)C(CCCC)=O (1-(4-methylphenyl)-1-pentanone), FC(C1=CC=C(C=C1)B(O)O)(F)F (4-(trifluoromethyl)benzeneboronic acid), C(=O)([O-])[O-].[Na+].[Na+] (Na2CO3). Reagents/catalysts: C=1C=CC(=CC1)[P](C=2C=CC=CC2)(C=3C=CC=CC3)[Pd]([P](C=4C=CC=CC4)(C=5C=CC=CC5)C=6C=CC=CC6)([P](C=7C=CC=CC7)(C=8C=CC=CC8)C=9C=CC=CC9)[P](C=1C=CC=CC1)(C=1C=CC=CC1)C=1C=CC=CC1 (Pd(PPh3)4). Solvent: COCCOC (DME), O (water). Reaction conditions: time 10 minute. Yields the product FC(C1=CC=C(C=C1)C1=CC=C(C=C1)C(CCCC)=O)(F)F (1-[4′-(Trifluoromethyl)-4-biphenylyl]-1-pentanone). The yield is 66.9%. Reaction SMILES: [CH3:1][C:2]1[CH:7]=[CH:6][C:5]([C:8](=[O:13])[CH2:9][CH2:10][CH2:11][CH3:12])=[CH:4][CH:3]=1.[F:14][C:15]([F:26])([F:25])[C:16]1[CH:21]=[CH:20]C(B(O)O)=[CH:18][CH:17]=1.C([O-])([O-])=O.[Na+].[Na+]>COCCOC.O.C1C=CC([P]([Pd]([P](C2C=CC=CC=2)(C2C=CC=CC=2)C2C=CC=CC=2)([P](C2C=CC=CC=2)(C2C=CC=CC=2)C2C=CC=CC=2)[P](C2C=CC=CC=2)(C2C=CC=CC=2)C2C=CC=CC=2)(C2C=CC=CC=2)C2C=CC=CC=2)=CC=1>[F:14][C:15]([F:26])([F:25])[C:16]1[CH:21]=[CH:20][C:1]([C:2]2[CH:7]=[CH:6][C:5]([C:8](=[O:13])[CH2:9][CH2:10][CH2:11][CH3:12])=[CH:4][CH:3]=2)=[CH:18][CH:17]=1 |f:2.3.4,^1:43,45,64,83|. Reported procedure: To a solution of 1-(4-methylphenyl)-1-pentanone (1.00 g, 4.15 mmol) in DME (20 mL) and water (10 mL) was added 4-(trifluoromethyl)benzeneboronic acid (870 mg, 4.57 mmol) and Na2CO3 (1.10 g, 10.38 mmol). After 10 minutes under nitrogen, Pd(PPh3)4 (480 mg, 0.42 mmol) was added portion-wise, and the mixture heated to reflux and stirred under nitrogen for 2 hours. The reaction mixture was then allowed to cool to rt and the solvents removed under vacuum. The resulting residue was partitioned between ... Reactants: Cl (HCl), CN(CCOC=1C=C(C2=C(B(OC2CC(=O)OCC)O)C1)C)C (ethyl 2-(6-(2-(dimethylamino)ethoxy)-1-hydroxy-4-methyl-1,3-dihydrobenzo[c][1,2]oxaborol-3-yl)acetate), [Li+].[OH-] (LiOH). Solvent: C1CCOC1.O (THF H2O), O (H2O). Reaction conditions: time 1.5 hour. Product: Cl.CN(CCOC=1C=C(C2=C(B(OC2CC(=O)O)O)C1)C)C (2-(6-(2-(Dimethylamino)ethoxy)-1-hydroxy-4-methyl-1,3-dihydrobenzo[c][1,2]oxaborol-3-yl)acetic acid hydrochloride). Isolated yield 15.0%. Reaction SMILES: [CH3:1][N:2]([CH3:23])[CH2:3][CH2:4][O:5][C:6]1[CH:7]=[C:8]([CH3:22])[C:9]2[CH:13]([CH2:14][C:15]([O:17]CC)=[O:16])[O:12][B:11]([OH:20])[C:10]=2[CH:21]=1.[Li+].[OH-].[ClH:26]>C1COCC1.O.O>[ClH:26].[CH3:23][N:2]([CH3:1])[CH2:3][CH2:4][O:5][C:6]1[CH:7]=[C:8]([CH3:22])[C:9]2[CH:13]([CH2:14][C:15]([OH:17])=[O:16])[O:12][B:11]([OH:20])[C:10]=2[CH:21]=1 |f:1.2,4.5,7.8|. Procedure: To a solution of ethyl 2-(6-(2-(dimethylamino)ethoxy)-1-hydroxy-4-methyl-1,3-dihydrobenzo[c][1,2]oxaborol-3-yl)acetate (crude) in 15 ml of THF/H2O (2/1) was added LiOH (42 mg, 1.0 mmol) in 5 ml H2O at 0° C. The reaction mixture was stirred at room temperature for 1.5 h and acidified by 1.0 N HCl to pH=6. The resulting mixture was extracted with EtOAc (3×20 mL) and the combined organic layers were dried over anhydrous Na2SO4 and concentrated in vacuo. The residue was purified by prep HPLC to give... Starting materials: FC1=C(C=C(C=C1)OC)C1=C(C=C(C=C1)O)CC(C#N)(C)C (3-(2′-fluoro-4-hydroxy-5′-methoxybiphenyl-2-yl)-2,2-dimethylpropanenitrile), C1(CC1)C(CC(=O)OCC)C1=CC(=CC=C1)CO (ethyl 3-cyclopropyl-3-(3-(hydroxymethyl)phenyl)propanoate), C(CCC)P(CCCC)CCCC (tributylphosphine), N(=NC(=O)N1CCCCC1)C(=O)N1CCCCC1 (1,1′-(azodicarbonyl)dipiperidine). The solvent is C1(=CC=CC=C1)C (toluene), O (Water). Reaction conditions: time 1 hour. Yields the product C(#N)C(CC1=C(C=CC(=C1)OCC=1C=C(C=CC1)C(CC(=O)OCC)C1CC1)C1=C(C=CC(=C1)OC)F)(C)C (ethyl 3-(3-(((2-(2-cyano-2-methylpropyl)-2′-fluoro-5′-methoxybiphenyl-4-yl)oxy)methyl)phenyl)-3-cyclopropylpropanoate). Isolated yield 84.4%. As a reaction SMILES: [F:1][C:2]1[CH:7]=[CH:6][C:5]([O:8][CH3:9])=[CH:4][C:3]=1[C:10]1[CH:15]=[CH:14][C:13]([OH:16])=[CH:12][C:11]=1[CH2:17][C:18]([CH3:22])([CH3:21])[C:19]#[N:20].[CH:23]1([CH:26]([C:33]2[CH:38]=[CH:37][CH:36]=[C:35]([CH2:39]O)[CH:34]=2)[CH2:27][C:28]([O:30][CH2:31][CH3:32])=[O:29])[CH2:25][CH2:24]1.C(P(CCCC)CCCC)CCC.N(C(N1CCCCC1)=O)=NC(N1CCCCC1)=O>C1(C)C=CC=CC=1.O>[C:19]([C:18]([CH3:22])([CH3:21])[CH2:17][C:11]1[CH:12]=[C:13]([O:16][CH2:39][C:35]2[CH:34]=[C:33]([CH:26]([CH:23]3[CH2:24][CH2:25]3)[CH2:27][C:28]([O:30][CH2:31][CH3:32])=[O:29])[CH:38]=[CH:37][CH:36]=2)[CH:14]=[CH:15][C:10]=1[C:3]1[CH:4]=[C:5]([O:8][CH3:9])[CH:6]=[CH:7][C:2]=1[F:1])#[N:20]. Procedure: To a solution of 3-(2′-fluoro-4-hydroxy-5′-methoxybiphenyl-2-yl)-2,2-dimethylpropanenitrile (136 mg), ethyl 3-cyclopropyl-3-(3-(hydroxymethyl)phenyl)propanoate (136 mg) and tributylphosphine (0.22 mL) in toluene (5.0 mL) was added 1,1′-(azodicarbonyl)dipiperidine (225 mg), and the mixture was stirred at room temperature for 1 hr. Water was added to the reaction mixture, and the mixture was extracted with ethyl acetate. The extract was washed with saturated brine and dried over anhydrous sodium s... Reactants: C(C1=CC=CC=C1)=O (benzaldehyde), [Na] (sodium), Example 7 ( 2 ), hydrotalcite, ( 1 ), C(C1=CC=CC=C1)=O (benzaldehyde). Run in CCCCCCCCCC (n-decane). The product is C(C1=CC=CC=C1)(=O)OCC1=CC=CC=C1 (benzyl benzoate). Yield: 89.0%. Reaction SMILES: [Na].[CH:2](=[O:9])[C:3]1[CH:8]=[CH:7][CH:6]=[CH:5][CH:4]=1>CCCCCCCCCC>[C:2]([O:9][CH2:2][C:3]1[CH:8]=[CH:7][CH:6]=[CH:5][CH:4]=1)(=[O:9])[C:3]1[CH:8]=[CH:7][CH:6]=[CH:5][CH:4]=1 |^1:0|. Procedure details: Two grams of sodium-supported hydrotalcite prepared in Example 7, (1) and stabilized in Example 7 (2) was put in a container holding 20 g of dehydrated benzaldehyde and 35 g of n-decane as a solvent, and reacted at room temperature for 3 hours. The product was analyzed by gas chromatography (OV-17, 2 m). The conversion of benzaldehyde was 90%, and benzyl benzoate was obtained in a yield of 89%. Reactants: C(C)(=O)C1=C(N=C(S1)N1C(NCC1)=O)C (1-(5-acetyl-4-methylthiazol-2-yl)imidazolidin-2-one), C([O-])([O-])=O.[K+].[K+] (potassium carbonate), C1(CC1)CBr (cyclopropylmethyl bromide). The reagents and catalysts are [I-].C(CCC)[N+](CCCC)(CCCC)CCCC (tetrabutylammonium iodide). The solvent is O1CCCC1 (tetrahydrofuran). The product is C(C)(=O)C1=C(N=C(S1)N1C(N(CC1)CC1CC1)=O)C (1-(5-acetyl-4-methylthiazol-2-yl)-3-(cyclopropylmethyl)imidazolidin-2-one). Isolated yield 33.0%. RXN SMILES: [C:1]([C:4]1[S:8][C:7]([N:9]2[CH2:13][CH2:12][NH:11][C:10]2=[O:14])=[N:6][C:5]=1[CH3:15])(=[O:3])[CH3:2].C(=O)([O-])[O-].[K+].[K+].[CH:22]1([CH2:25]Br)[CH2:24][CH2:23]1>[I-].C([N+](CCCC)(CCCC)CCCC)CCC.O1CCCC1>[C:1]([C:4]1[S:8][C:7]([N:9]2[CH2:13][CH2:12][N:11]([CH2:25][CH:22]3[CH2:24][CH2:23]3)[C:10]2=[O:14])=[N:6][C:5]=1[CH3:15])(=[O:3])[CH3:2] |f:1.2.3,5.6|. Procedure: To a solution of 1-(5-acetyl-4-methylthiazol-2-yl)imidazolidin-2-one (2.25 g, 10.00 mmol), tetrabutylammonium iodide (0.10 g) and potassium carbonate (3.50 g, 25.27 mmol) in tetrahydrofuran (100 mL) was added cyclopropylmethyl bromide (2.0 mL, 20.88 mmol). The reaction mixture was heated to reflux for 50 hours. The solvent was removed in vacuo, and the residue was washed with water and hexanes to afford the title compound in 33% yield (0.94 g): mp 103-104° C. (ethyl acetate/hexanes); 1H NMR (300...